The task is: describe an organic reaction: reactants, conditions, products, and yield. This data is from the Open Reaction Database (ORD), a public repository of structured organic reaction records. The reactants are Cl (HCl), COC(=O)C1=NC=CC(=C1)CCCCCF (4-(5-fluoro-pentyl)-pyridine-2-carboxylic acid methyl ester). The reagents and catalysts are [Pt]=O (platinum oxide). The solvent is CO (MeOH), O (water). Reaction conditions: time 8 hour. The product is COC(=O)C1NCCC(C1)CCCCCF (4-(5-fluoro-pentyl)-piperidine-2-carboxylic acid 2-methyl ester). Reaction SMILES: [CH3:1][O:2][C:3]([C:5]1[CH:10]=[C:9]([CH2:11][CH2:12][CH2:13][CH2:14][CH2:15][F:16])[CH:8]=[CH:7][N:6]=1)=[O:4].Cl>CO.O.[Pt]=O>[CH3:1][O:2][C:3]([CH:5]1[CH2:10][CH:9]([CH2:11][CH2:12][CH2:13][CH2:14][CH2:15][F:16])[CH2:8][CH2:7][NH:6]1)=[O:4]. Reported procedure: To a mixture of 4-(5-fluoro-pentyl)-pyridine-2-carboxylic acid methyl ester (254 mg, 1.13 mmol) in MeOH (5 mL) and water (5 mL) were added conc. HCl (0.28 mL, 3.39 mmol, 3 equiv) and platinum oxide (130 mg). The mixture was purged and charged with hydrogen (1 atm) and stirred overnight. The platinum oxide was removed by filtration and the filtrate was evaporated to give 4-(5-fluoro-pentyl)-piperidine-2-carboxylic acid 2-methyl ester. Product: O=C(OCc1ccccc1)N1CCC(Oc2cc[nH]c(=O)c2)CC1. Starting materials: O=C([O-])[O-], CS(=O)(=O)OC1CCN(C(=O)OCc2ccccc2)CC1, [K+], [K+], CN(C)C=O, O, O=c1cc(O)cc[nH]1. As a reaction SMILES: [C:30](=[O:31])([O-:32])[O-:33].[CH3:1][S:2](=[O:3])(=[O:4])[O:5][CH:6]1[CH2:7][CH2:8][N:9]([C:12](=[O:13])[O:14][CH2:15][c:16]2[cH:17][cH:18][cH:19][cH:20][cH:21]2)[CH2:10][CH2:11]1.[K+:34].[K+:35].[O:36]=[CH:37][N:38]([CH3:39])[CH3:40].[OH2:41].[OH:22][c:23]1[cH:24][c:25](=[O:29])[nH:26][cH:27][cH:28]1>>[O:5]([CH:6]1[CH2:7][CH2:8][N:9]([C:12](=[O:13])[O:14][CH2:15][c:16]2[cH:17][cH:18][cH:19][cH:20][cH:21]2)[CH2:10][CH2:11]1)[c:23]1[cH:24][c:25](=[O:29])[nH:26][cH:27][cH:28]1. The reactants are N1=CC=CC=C1 (pyridine), O (water), O(C1=CC=CC=C1)C1=CC=CC(=N1)CO ((6-phenoxy-2-pyridinyl)-methanol), Cl\C(=C/[C@@H]1C([C@H]1C(=O)Cl)(C)C)\C1=CC=C(C=C1)Cl ((±)-trans-Z-3-(2-chloro-2-(4-chloro-phenyl)-vinyl)-2,2-dimethyl-1-cyclopropanecarboxylic acid-chloride). The solvent is C1(=CC=CC=C1)C (toluene), C1(=CC=CC=C1)C (toluene). Yields the product Cl\C(=C/[C@@H]1C([C@H]1C(=O)OCC1=NC(=CC=C1)OC1=CC=CC=C1)(C)C)\C1=CC=C(C=C1)Cl ((6-phenoxy-2-pyridinyl)-methyl (±)-trans-Z-3-(2-chloro-2-(4-chlorophenyl)-vinyl)-2,2-dimethyl-1-cyclopropanecarboxylate). Isolated yield 91.8%. As a reaction SMILES: [O:1]([C:8]1[N:13]=[C:12]([CH2:14][OH:15])[CH:11]=[CH:10][CH:9]=1)[C:2]1[CH:7]=[CH:6][CH:5]=[CH:4][CH:3]=1.[Cl:16]/[C:17](/[C:27]1[CH:32]=[CH:31][C:30]([Cl:33])=[CH:29][CH:28]=1)=[CH:18]\[C@H:19]1[C@H:21]([C:22](Cl)=[O:23])[C:20]1([CH3:26])[CH3:25].N1C=CC=CC=1.O>C1(C)C=CC=CC=1>[Cl:16]/[C:17](/[C:27]1[CH:28]=[CH:29][C:30]([Cl:33])=[CH:31][CH:32]=1)=[CH:18]\[C@H:19]1[C@H:21]([C:22]([O:15][CH2:14][C:12]2[CH:11]=[CH:10][CH:9]=[C:8]([O:1][C:2]3[CH:3]=[CH:4][CH:5]=[CH:6][CH:7]=3)[N:13]=2)=[O:23])[C:20]1([CH3:26])[CH3:25]. Reported procedure: 4.02 g (0.02 mol) of (6-phenoxy-2-pyridinyl)-methanol and 6.07 g (0.02 mol) of (±)-trans-Z-3-(2-chloro-2-(4-chloro-phenyl)-vinyl)-2,2-dimethyl-1-cyclopropanecarboxylic acid-chloride were dissolved in 100 ml of anhydrous toluene, and 2 g of pyridine, dissolved in 10 ml of anhydrous toluene, were added dropwise to the solution at 20°-25° C., while stirring. The mixture was then stirred for a further 3 hours at 25° C. The reaction mixture was poured into 150 ml of water, and the organic phase was s... Reactants: O=C1NC(=O)C(=Cc2csc(NC(c3ccccc3)(c3ccccc3)c3ccccc3)n2)S1, Cl, C1COCCO1. Yields the product Cl, Nc1nc(C=C2SC(=O)NC2=O)cs1. RXN SMILES: [C:1]([c:2]1[cH:3][cH:4][cH:5][cH:6][cH:7]1)([c:8]1[cH:9][cH:10][cH:11][cH:12][cH:13]1)([c:14]1[cH:15][cH:16][cH:17][cH:18][cH:19]1)[NH:20][c:21]1[s:22][cH:23][c:24]([CH:26]=[C:27]2[C:28](=[O:33])[NH:29][C:30](=[O:32])[S:31]2)[n:25]1.[ClH:34].[O:35]1[CH2:36][CH2:37][O:38][CH2:39][CH2:40]1>>[ClH:34].[NH2:20][c:21]1[s:22][cH:23][c:24]([CH:26]=[C:27]2[C:28](=[O:33])[NH:29][C:30](=[O:32])[S:31]2)[n:25]1. Starting materials: OCC1=C(C(=O)NCCSC2=CC=NC=C2)C=CC=C1 (4-[2-(2-hydroxymethylbenzoyl)aminoethylthio]pyridine), CS(=O)(=O)Cl (methanesulfonyl chloride). The solvent is C(Cl)Cl (methylene chloride). Yields the product C1(N(CC2=CC=CC=C12)CCSC1=CC=NC=C1)=O (4-[2-(Isoindolin-1-on-2-yl)ethylthio]pyridine). Yield: 57.6%. Reaction SMILES: O[CH2:2][C:3]1[CH:20]=[CH:19][CH:18]=[CH:17][C:4]=1[C:5]([NH:7][CH2:8][CH2:9][S:10][C:11]1[CH:16]=[CH:15][N:14]=[CH:13][CH:12]=1)=[O:6].CS(Cl)(=O)=O>C(Cl)Cl>[C:5]1(=[O:6])[C:4]2[C:3](=[CH:20][CH:19]=[CH:18][CH:17]=2)[CH2:2][N:7]1[CH2:8][CH2:9][S:10][C:11]1[CH:16]=[CH:15][N:14]=[CH:13][CH:12]=1. Procedure: To a solution of 1.153 g (4.0 mmol) of 4-[2-(2-hydroxymethylbenzoyl)aminoethylthio]pyridine and 1.68 ml (12.1 mmol) of triiethylamine in 50 ml of methylene chloride, 0.62 ml (8.0 mmol) of methanesulfonyl chloride was added with stirring at room temperature, and the mixture was stirred at room temperature for 30 minutes. The mixture was washed with saturated aqueous sodium bicarbonate, water and saturated saline, and dried over anhydrous magnesium sulfate. The solvent was distilled off and the re...